From a dataset of the Open Reaction Database (ORD), a public repository of structured organic reaction records. describe an organic reaction: reactants, conditions, products, and yield Reactants: BrC=1C=NC=CC1 (3-bromopyridine), [NH4+] (ammonium), CCCCCC (hexane), C(CCC)[Li] (butyllithium), CCCCCC (hexane), N(=[N+]=[N-])CCN=[N+]=[N-] (1,2-diazidoethane), CCCCCC (hexane). Run at temperature -60 celsius, time 1 hour. The product is N1=CC(=CC=C1)NN=NCCN=NNC=1C=NC=CC1 (1,2-Bis(3-pyridyltriazeno)ethane). Reaction SMILES: C([Li])CCC.Br[C:7]1[CH:8]=[N:9][CH:10]=[CH:11][CH:12]=1.[N:13]([CH2:16][CH2:17][N:18]=[N+:19]=[N-:20])=[N+:14]=[N-:15].[NH4+:21].[CH3:22][CH2:23][CH2:24][CH2:25][CH2:26]C>>[N:9]1[CH:10]=[CH:11][CH:12]=[C:7]([NH:15][N:14]=[N:13][CH2:16][CH2:17][N:18]=[N:19][NH:20][C:23]2[CH:22]=[N:21][CH:26]=[CH:25][CH:24]=2)[CH:8]=1. Procedure details: A solution of 5 ml. of 2.5M butyllithium in hexane, diluted further with 10 ml. of hexane, was chilled to -90° C. This was treated by dropwise addition with 1.97 g (12.5 mmoles) of 3-bromopyridine in 10 ml. of hexane. The yellow slurry was stirred at -60° C. for 1 hr. and then treated by dropwise addition with 0.70 g (6.2 mmoles) of 1,2-diazidoethane. The solution remained yellow, and was stirred at room temperature overnight. The reaction mixture was then treated with ammonium buffer and the so... The reactants are NCCOCCOCCC1=NC(=C(C(=C1C(=O)OCC)C1=C(C(=CC=C1)Cl)Cl)C(=O)OC)C (2-{2-[2-(2-Aminoethoxy)ethoxy]ethyl}-4-(2,3-dichlorophenyl)-3-ethoxycarbonyl-5-methoxycarbonyl-6-methylpyridine), ester, ClC1=C(C=O)C=CC=C1Cl (2,3-dichlorobenzaldehyde). The product is NCCOCCOCCC=1NC(=C(C(C1C(=O)OCC)C1=C(C(=CC=C1)Cl)Cl)C(=O)OC)C (2-{2-[2-(Aminoethoxy)ethoxy]ethyl}-4-(2,3-dichlorophenyl)-3-ethoxycarbonyl-5-methoxycarbonyl-6-methyl-1,4-dihydropyridine). Reaction SMILES: [NH2:1][CH2:2][CH2:3][O:4][CH2:5][CH2:6][O:7][CH2:8][CH2:9][C:10]1[C:15]([C:16]([O:18][CH2:19][CH3:20])=[O:17])=[C:14]([C:21]2[CH:26]=[CH:25][CH:24]=[C:23]([Cl:27])[C:22]=2[Cl:28])[C:13]([C:29]([O:31][CH3:32])=[O:30])=[C:12]([CH3:33])[N:11]=1.ClC1C(Cl)=CC=CC=1C=O>>[NH2:1][CH2:2][CH2:3][O:4][CH2:5][CH2:6][O:7][CH2:8][CH2:9][C:10]1[NH:11][C:12]([CH3:33])=[C:13]([C:29]([O:31][CH3:32])=[O:30])[CH:14]([C:21]2[CH:26]=[CH:25][CH:24]=[C:23]([Cl:27])[C:22]=2[Cl:28])[C:15]=1[C:16]([O:18][CH2:19][CH3:20])=[O:17]. Procedure details: The 2-{2-[2-(2-Aminoethoxy)ethoxy]ethyl}-4-(2,3-dichlorophenyl)-3-ethoxycarbonyl-5-methoxycarbonyl-6-methylpyridine is obtained starting with the ester described in stage D and 2,3-dichlorobenzaldehyde according to the process described in Example 1, stages B and C. The spectral physical constants of this compound are given in Table I.